Dataset: the Open Reaction Database (ORD), a public repository of structured organic reaction records. Task: describe an organic reaction: reactants, conditions, products, and yield Starting materials: CCOC(=O)CC(C)=O, CC(=O)c1cccc(CBr)c1, [Na], C1CCOC1. Yields the product CCOC(=O)C(Cc1cccc(C(C)=O)c1)C(C)=O. RXN SMILES: [C:13]([CH2:14][C:15](=[O:16])[CH3:17])(=[O:18])[O:19][CH2:20][CH3:21].[C:1]([CH3:2])(=[O:3])[c:4]1[cH:5][c:6]([CH2:7][Br:8])[cH:9][cH:10][cH:11]1.[Na:12].[O:22]1[CH2:23][CH2:24][CH2:25][CH2:26]1>>[C:1]([CH3:2])(=[O:3])[c:4]1[cH:5][c:6]([CH2:7][CH:14]([C:13](=[O:18])[O:19][CH2:20][CH3:21])[C:15](=[O:16])[CH3:17])[cH:9][cH:10][cH:11]1.